Dataset: the Open Reaction Database (ORD), a public repository of structured organic reaction records. Task: describe an organic reaction: reactants, conditions, products, and yield Reactants: OC1=CC=C(C#N)C=C1 (4-hydroxybenzonitrile), [OH-].[K+] (KOH), C(C1=CC=CC=C1)Cl (benzyl chloride). The solvent is CN(C)C=O (DMF). Run at temperature 80 celsius. Product: C(C1=CC=CC=C1)OC1=CC=C(C#N)C=C1 (4-benzyloxy-benzonitrile). Isolated yield 58.0%. As a reaction SMILES: [OH:1][C:2]1[CH:9]=[CH:8][C:5]([C:6]#[N:7])=[CH:4][CH:3]=1.[OH-].[K+].[CH2:12](Cl)[C:13]1[CH:18]=[CH:17][CH:16]=[CH:15][CH:14]=1>CN(C=O)C>[CH2:12]([O:1][C:2]1[CH:9]=[CH:8][C:5]([C:6]#[N:7])=[CH:4][CH:3]=1)[C:13]1[CH:18]=[CH:17][CH:16]=[CH:15][CH:14]=1 |f:1.2|. Procedure: Treated a solution of 4-hydroxybenzonitrile (5.0 g, 42 mmol) in DMF (20 mL) with 2M KOH (21 mL, 42 mmol) followed by benzyl chloride (3.46 mL, 42 mmol). Heated in an oil bath at 80° C. for 2 h. Cooled to room temperature and poured onto water (100 mL). Filtered the resulting solid, washed with water (2×25 mL) and dried to obtain 4-benzyloxy-benzonitrile (5.1 g) as a solid. Reactants: C1N[C@@H](CC=2C3=CC=CC=C3NC12)C(=O)O ((3S)-1,2,3,4-tetrahydro-β-carboline-3-carboxylic acid), C1(=CC=CS1)CCl (2-thenyl chloride), [OH-].[K+] (KOH), C(=S)=S (carbon disulfide). Solvent: C(C)O (ethanol). The product is C1(=CC=CS1)CSC(=S)N1CC=2NC3=CC=CC=C3C2C[C@H]1C(=O)O ((3S)-2-[(2-Thenylthio)thiocarbonyl]-1,2,3,4-tetrahydro-β-carboline-3-carboxylic acid). Reaction SMILES: [CH2:1]1[C:13]2[NH:12][C:11]3[C:6](=[CH:7][CH:8]=[CH:9][CH:10]=3)[C:5]=2[CH2:4][C@@H:3]([C:14]([OH:16])=[O:15])[NH:2]1.[OH-].[K+].[C:19](=[S:21])=[S:20].[C:22]1([CH2:27]Cl)[S:26][CH:25]=[CH:24][CH:23]=1>C(O)C>[C:22]1([CH2:27][S:20][C:19]([N:2]2[C@H:3]([C:14]([OH:16])=[O:15])[CH2:4][C:5]3[C:6]4[C:11](=[CH:10][CH:9]=[CH:8][CH:7]=4)[NH:12][C:13]=3[CH2:1]2)=[S:21])[S:26][CH:25]=[CH:24][CH:23]=1 |f:1.2|. Procedure details: In the same manner as descsribed in Example 32, (3S)-1,2,3,4-tetrahydro-β-carboline-3-carboxylic acid (4.33 g), KOH (2.33 g), carbon disulfide (1.22 ml), 50% ethanol (80 ml) and 2-thenyl chloride (3.1 g) are reacted and treated to give the title compound (3.15 g) as pale yellow powder.